From a dataset of the Open Reaction Database (ORD), a public repository of structured organic reaction records. describe an organic reaction: reactants, conditions, products, and yield Starting materials: [OH-].[K+] (potassium hydroxide), Cl (hydrochloric acid), CC1(CN(CCC1)C1=CC2=C(C=3C(C(=CN(C3C=N2)C)C(=O)OCC)=O)C=C1F)C (ethyl 8-(3,3-dimethylpiperidin-1-yl)-9-fluoro-4-methyl-1-oxo-1,4-dihydrobenzo[f][1,7]naphthyridine-2-carboxylate). Run in C(C)O (ethanol), O (water). Run at temperature 100 celsius. Product: CC1(CN(CCC1)C1=CC2=C(C=3C(C(=CN(C3C=N2)C)C(=O)O)=O)C=C1F)C (8-(3,3-dimethylpiperidin-1-yl)-9-fluoro-4-methyl-1-oxo-1,4-dihydrobenzo[f][1,7]naphthyridine-2-carboxylic acid). Isolated yield 81.6%. As a reaction SMILES: [OH-].[K+].[CH3:3][C:4]1([CH3:32])[CH2:9][CH2:8][CH2:7][N:6]([C:10]2[C:30]([F:31])=[CH:29][C:13]3[C:14]4[C:15](=[O:28])[C:16]([C:23]([O:25]CC)=[O:24])=[CH:17][N:18]([CH3:22])[C:19]=4[CH:20]=[N:21][C:12]=3[CH:11]=2)[CH2:5]1.Cl>C(O)C.O>[CH3:3][C:4]1([CH3:32])[CH2:9][CH2:8][CH2:7][N:6]([C:10]2[C:30]([F:31])=[CH:29][C:13]3[C:14]4[C:15](=[O:28])[C:16]([C:23]([OH:25])=[O:24])=[CH:17][N:18]([CH3:22])[C:19]=4[CH:20]=[N:21][C:12]=3[CH:11]=2)[CH2:5]1 |f:0.1|. Procedure details: 1.4 cm3 of 1 N aqueous potassium hydroxide was added, with stirring, to a suspension of 0.5 g of ethyl 8-(3,3-dimethylpiperidin-1-yl)-9-fluoro-4-methyl-1-oxo-1,4-dihydrobenzo[f][1,7]naphthyridine-2-carboxylate in 15 cm3 of ethanol and 15 cm3 of water. The mixture was heated at about 100° C. for one hour. The suspension obtained was acidified by addition of 1.4 cm3 of 1 N aqueous hydrochloric acid. After cooling, the precipitate was dewatered, washed three times with 10 cm3 of water, three times ...